Dataset: the Open Reaction Database (ORD), a public repository of structured organic reaction records. Task: describe an organic reaction: reactants, conditions, products, and yield Reactants: CCC(C)(C)C(=O)Cl, CN(C)c1ccncc1, ClCCl, CC(=O)Nc1ccc(NCC2CCOCC2)c(N)c1. Product: CCC(C)(C)C(=O)Nc1cc(NC(C)=O)ccc1NCC1CCOCC1. Reaction SMILES: [CH3:20][C:21]([C:22](=[O:23])[Cl:24])([CH2:25][CH3:26])[CH3:27].[CH3:28][N:29]([c:30]1[cH:31][cH:32][n:33][cH:34][cH:35]1)[CH3:36].[Cl:37][CH2:38][Cl:39].[NH2:1][c:2]1[cH:3][c:4]([NH:16][C:17]([CH3:18])=[O:19])[cH:5][cH:6][c:7]1[NH:8][CH2:9][CH:10]1[CH2:11][CH2:12][O:13][CH2:14][CH2:15]1>>[NH:1]([c:2]1[cH:3][c:4]([NH:16][C:17]([CH3:18])=[O:19])[cH:5][cH:6][c:7]1[NH:8][CH2:9][CH:10]1[CH2:11][CH2:12][O:13][CH2:14][CH2:15]1)[C:22]([C:21]([CH3:20])([CH2:25][CH3:26])[CH3:27])=[O:23]. Starting materials: N-butyl-lithium, ClC1=C(N)C(=CC(=C1)Cl)Cl (2,4,6-trichloroaniline), CC1=NC=2N(C(=C1)C)N=C(N2)S(=O)(=O)Cl (5,7-dimethyl-1,2,4-triazolo[1,5-a]pyrimidine-2-sulfonyl chloride), resultant solution. Solvent: CCCCCC (hexane), C1CCOC1 (THF), C1CCOC1 (THF). Reaction conditions: temperature -78 celsius, time 30 minute. The product is CC1=NC=2N(C(=C1)C)N=C(N2)S(=O)(=O)NC2=C(C=C(C=C2Cl)Cl)Cl (5,7-dimethyl-N-(2,4,6-trichlorophenyl)-1,2,4-triazolo[1,5-a]-pyrimidine-2-sulfonamide). Isolated yield 21.2%. Reaction SMILES: [Cl:1][C:2]1[CH:8]=[C:7]([Cl:9])[CH:6]=[C:5]([Cl:10])[C:3]=1[NH2:4].[CH3:11][C:12]1[CH:17]=[C:16]([CH3:18])[N:15]2[N:19]=[C:20]([S:22](Cl)(=[O:24])=[O:23])[N:21]=[C:14]2[N:13]=1>CCCCCC.C1COCC1>[CH3:11][C:12]1[CH:17]=[C:16]([CH3:18])[N:15]2[N:19]=[C:20]([S:22]([NH:4][C:3]3[C:2]([Cl:1])=[CH:8][C:7]([Cl:9])=[CH:6][C:5]=3[Cl:10])(=[O:23])=[O:24])[N:21]=[C:14]2[N:13]=1. Procedure: A solution (10.7 ml, 17.1 mmol) of 1.60M N-butyl-lithium in hexane was added to a solution of 3.20 g (16.3 mmol) of 2,4,6-trichloroaniline in 20 ml of dry THF cooled to -78° C. The resultant solution was then allowed to warm to room temperature. This solution was added to a solution of 2.00 g (8.11 mmol) of 5,7-dimethyl-1,2,4-triazolo[1,5-a]pyrimidine-2-sulfonyl chloride in 30 ml of dry THF cooled to --10° C. The temperature of the reaction mixture was maintained between -13° C. and -9° C. durin... Reactants: FC(C=1C=C(CN(C=2N=NN(N2)C)[C@@H]2C3=C(NCCC2)C(=C(C(=C3)C)C(F)(F)F)Br)C=C(C1)C(F)(F)F)(F)F ((S)-(3,5-Bis-trifluoromethyl-benzyl)-(9-bromo-7-methyl-8-trifluoromethyl-2,3,4,5-tetrahydro-1H-benzo[b]azepin-5-yl)-(2-methyl-2H-tetrazol-5-yl)-amine), CB(O)O (methyl boronic acid), [F-].[Cs+] (cesium fluoride), ClCCl (dichloromethane). Solvent: O1CCOCC1 (dioxane). Product: FC(C=1C=C(CN(C=2N=NN(N2)C)[C@@H]2C3=C(NCCC2)C(=C(C(=C3)C)C(F)(F)F)C)C=C(C1)C(F)(F)F)(F)F ((S)-(3,5-Bis-trifluoromethyl-benzyl)-(7,9-dimethyl-8-trifluoromethyl-2,3,4,5-tetrahydro-1H-benzo[b]azepin-5-yl)-(2-methyl-2H-tetrazol-5-yl)-amine). The yield is 83.0%. As a reaction SMILES: [F-].[Cs+].[F:3][C:4]([F:41])([F:40])[C:5]1[CH:6]=[C:7]([CH:33]=[C:34]([C:36]([F:39])([F:38])[F:37])[CH:35]=1)[CH2:8][N:9]([C@H:16]1[CH2:22][CH2:21][CH2:20][NH:19][C:18]2[C:23](Br)=[C:24]([C:28]([F:31])([F:30])[F:29])[C:25]([CH3:27])=[CH:26][C:17]1=2)[C:10]1[N:11]=[N:12][N:13]([CH3:15])[N:14]=1.[CH3:42]B(O)O.ClCCl>O1CCOCC1>[F:3][C:4]([F:41])([F:40])[C:5]1[CH:6]=[C:7]([CH:33]=[C:34]([C:36]([F:39])([F:38])[F:37])[CH:35]=1)[CH2:8][N:9]([C@H:16]1[CH2:22][CH2:21][CH2:20][NH:19][C:18]2[C:23]([CH3:42])=[C:24]([C:28]([F:31])([F:30])[F:29])[C:25]([CH3:27])=[CH:26][C:17]1=2)[C:10]1[N:11]=[N:12][N:13]([CH3:15])[N:14]=1 |f:0.1|. Reported procedure: Add cesium fluoride (2.44 g, 16.1 mmol) to a mixture of (S)-(3,5-Bis-trifluoromethyl-benzyl)-(9-bromo-7-methyl-8-trifluoromethyl-2,3,4,5-tetrahydro-1H-benzo[b]azepin-5-yl)-(2-methyl-2H-tetrazol-5-yl)-amine and methyl boronic acid (0.820 g, 13.8 mmol) in dioxane (50.0 mL). Purge the mixture with nitrogen for 15 min. Add 1,1′-bis(diphenylphosphino)ferrocene palladium (II) chloride, complex with dichloromethane (0.290 g, 0.355 mmol) under nitrogen. Heat the reaction mixture for 3 h. Cool down to ro... As a reaction SMILES: [C:32](=[O:33])([O-:34])[O-:35].[CH3:1][O:2][C:3](=[O:4])[c:5]1[cH:6][s:7][c:8]([Br:22])[c:9]1[NH:10][S:11](=[O:12])(=[O:13])[c:14]1[cH:15][cH:16][c:17]([O:20][CH3:21])[cH:18][cH:19]1.[ClH:23].[K+:36].[K+:37].[O:38]=[CH:39][N:40]([CH3:41])[CH3:42].[OH2:43].[cH:24]1[c:25]([CH2:30][Cl:31])[cH:26][cH:27][cH:28][n:29]1>>[CH3:1][O:2][C:3](=[O:4])[c:5]1[cH:6][s:7][c:8]([Br:22])[c:9]1[N:10]([S:11](=[O:12])(=[O:13])[c:14]1[cH:15][cH:16][c:17]([O:20][CH3:21])[cH:18][cH:19]1)[CH2:30][c:25]1[cH:24][n:29][cH:28][cH:27][cH:26]1. The reactants are O=C([O-])[O-], COC(=O)c1csc(Br)c1NS(=O)(=O)c1ccc(OC)cc1, Cl, [K+], [K+], CN(C)C=O, O, ClCc1cccnc1. Yields the product COC(=O)c1csc(Br)c1N(Cc1cccnc1)S(=O)(=O)c1ccc(OC)cc1. Starting materials: CCOC(=O)CBr, O=C(CNC(=O)c1cccc(Cl)c1)c1ccsc1, [H-], [Na+]. Yields the product CCOC(=O)CC(NC(=O)c1cccc(Cl)c1)C(=O)c1ccsc1. As a reaction SMILES: [Br:21][CH2:22][C:23](=[O:24])[O:25][CH2:26][CH3:27].[Cl:1][c:2]1[cH:3][c:4]([C:5](=[O:6])[NH:7][CH2:8][C:9](=[O:10])[c:11]2[cH:12][s:13][cH:14][cH:15]2)[cH:16][cH:17][cH:18]1.[H-:19].[Na+:20]>>[Cl:1][c:2]1[cH:3][c:4]([C:5](=[O:6])[NH:7][CH:8]([C:9](=[O:10])[c:11]2[cH:12][s:13][cH:14][cH:15]2)[CH2:22][C:23](=[O:24])[O:25][CH2:26][CH3:27])[cH:16][cH:17][cH:18]1. Starting materials: O.OC1=CC=CC=2NN=NC21 (hydroxybenzotriazole hydrate), C(C)OC1=C(CN)C=CC=C1 (2-ethoxybenzyl amine), 1-(3-dimethylaminopropyl)-3-ethylcarboiimide hydrochloride, CCCCCC.C(C)(=O)OCC (hexane ethyl acetate), N1=C(C=CC2=CN=CC=C12)C(=O)O (2-[1,6]naphthyridinecarboxylic acid). Run in C(C)(=O)OCC (ethyl acetate), CN(C)C=O (DMF). Conditions: time 8 hour. The product is C(C)OC1=C(CNC(=O)C2=NC3=CC=NC=C3C=C2)C=CC=C1 (N-(2-ethoxybenzyl)-2-[1,6]naphthyridinecarboxamide). The yield is 96.4%. RXN SMILES: [N:1]1[C:10]2[C:5](=[CH:6][N:7]=[CH:8][CH:9]=2)[CH:4]=[CH:3][C:2]=1[C:11]([OH:13])=O.O.OC1C2N=NNC=2C=CC=1.[CH2:25]([O:27][C:28]1[CH:35]=[CH:34][CH:33]=[CH:32][C:29]=1[CH2:30][NH2:31])[CH3:26].CCCCCC.C(OCC)(=O)C>CN(C=O)C.C(OCC)(=O)C>[CH2:25]([O:27][C:28]1[CH:35]=[CH:34][CH:33]=[CH:32][C:29]=1[CH2:30][NH:31][C:11]([C:2]1[CH:3]=[CH:4][C:5]2[C:10](=[CH:9][CH:8]=[N:7][CH:6]=2)[N:1]=1)=[O:13])[CH3:26] |f:1.2,4.5|. Procedure: To a stirring mixture of 2-[1,6]naphthyridinecarboxylic acid (50 mg, 0.287 mmol) in anhydrous DMF (6.3 mL) at room temperature was added sequentially 1 hydroxybenzotriazole hydrate (42.7 mg, 0.316 mmol), 2-ethoxybenzyl amine (64.9 μL, 0.431 mmol) and 1-(3-dimethylaminopropyl)-3-ethylcarboiimide hydrochloride (61.8 mg, 0.316 mmol). The resulting mixture was allowed to stir at room temperature overnight and it was found to be clear. The solvent was removed under vacuum and the resulting residue wa... The reactants are C(C)(C)(C)OC(N(C)CC1=CC=C(C=C1)[N+](=O)[O-])=O ((4-nitrobenzyl)-methy-carbarnic acid tert-butyl ester), C(C)(C)OC(C)C (isopropyl ether), [H][H] (hydrogen), [H][H] (hydrogen). Reagents/catalysts: [Pd] (Pd/C). The solvent is CCOC(=O)C (EtOAc). Product: C(C)(C)(C)OC(N(C)CC1=CC=C(C=C1)N)=O ((4-Aminobenzyl)-methyl-carbamic acid tert-butyl ester). Yield: 66.4%. Reaction SMILES: [C:1]([O:5][C:6](=[O:19])[N:7]([CH2:9][C:10]1[CH:15]=[CH:14][C:13]([N+:16]([O-])=O)=[CH:12][CH:11]=1)[CH3:8])([CH3:4])([CH3:3])[CH3:2].[H][H].C(OC(C)C)(C)C>[Pd].CCOC(C)=O>[C:1]([O:5][C:6](=[O:19])[N:7]([CH2:9][C:10]1[CH:11]=[CH:12][C:13]([NH2:16])=[CH:14][CH:15]=1)[CH3:8])([CH3:4])([CH3:2])[CH3:3]. Reported procedure: A Parr bottle was charged with (4-nitrobenzyl)-methy-carbarnic acid tert-butyl ester (30.0 g, 113 mmol), 150 mL EtOAc, and 10% Pd/C (3.0 g, 10 wt %), and shaken under 40 psi hydrogen for 90 min. When hydrogen uptake ceased, the reaction vessel was purged with nitrogen, filtered through celite, and concentrated to provide a tan solid, which was granulated with 300 mL of isopropyl ether to provide the title compound as an off-white solid (17.7 g in two crops, 75 mmol, 66% yield): Reactants: CCOC(=O)COc1ccc(OCc2ccccc2)c(OC)c1, Cl, [Na+], [OH-]. Product: COc1cc(OCC(=O)O)ccc1OCc1ccccc1. Reaction SMILES: [CH2:1]([c:2]1[cH:3][cH:4][cH:5][cH:6][cH:7]1)[O:8][c:9]1[c:10]([O:22][CH3:23])[cH:11][c:12]([O:13][CH2:14][C:15](=[O:16])[O:17][CH2:18][CH3:19])[cH:20][cH:21]1.[ClH:26].[Na+:25].[OH-:24]>>[CH2:1]([c:2]1[cH:3][cH:4][cH:5][cH:6][cH:7]1)[O:8][c:9]1[c:10]([O:22][CH3:23])[cH:11][c:12]([O:13][CH2:14][C:15](=[O:16])[OH:17])[cH:20][cH:21]1.